Dataset: the Open Reaction Database (ORD), a public repository of structured organic reaction records. Task: describe an organic reaction: reactants, conditions, products, and yield Solvent: CN(C)C=O (DMF), CN(C)C=O (DMF), CN(C)C=O (DMF). Reactants: BrCC=1C=NC(=NC1)N(C(=O)OC(C)(C)C)C(=O)OC(C)(C)C (5-bromomethyl-2-[N,N-bis(tert-butoxycarbonyl)amino]-pyrimidin), C(CC(=O)OCC)(=O)OCC (diethyl malonate), [H-].[Na+] (NaH), CCOC(=O)C (EtOAc). Reported procedure: A solution of diethyl malonate (0.704 mL, 4.64 mmol) in DMF (2 mL) was added dropwise to a suspention of NaH (200 mg, 4.64 mmol, 55% in mineral oil) in DMF (4 mL) at 0° C. under argon. The reaction mixture was stirred for 30 min and a solution of 5-bromomethyl-2-[N,N-bis(tert-butoxycarbonyl)amino]-pyrimidin (1.5 g, 3.86 mmol) in DMF (4 mL) was added dropwise. The mixture was stirred at room temperature for 3 h. EtOAc was added and the solution was washed with water and brine, dried and concentra... As a reaction SMILES: [C:1]([O:9][CH2:10][CH3:11])(=[O:8])[CH2:2][C:3]([O:5][CH2:6][CH3:7])=[O:4].[H-].[Na+].Br[CH2:15][C:16]1[CH:17]=[N:18][C:19]([N:22]([C:30]([O:32][C:33]([CH3:36])([CH3:35])[CH3:34])=[O:31])[C:23]([O:25][C:26]([CH3:29])([CH3:28])[CH3:27])=[O:24])=[N:20][CH:21]=1.CCOC(C)=O>CN(C=O)C>[CH2:10]([O:9][C:1](=[O:8])[CH:2]([CH2:15][C:16]1[CH:17]=[N:18][C:19]([N:22]([C:30]([O:32][C:33]([CH3:36])([CH3:35])[CH3:34])=[O:31])[C:23]([O:25][C:26]([CH3:29])([CH3:27])[CH3:28])=[O:24])=[N:20][CH:21]=1)[C:3]([O:5][CH2:6][CH3:7])=[O:4])[CH3:11] |f:1.2|. Isolated yield 48.2%. Product: C(C)OC(C(C(=O)OCC)CC=1C=NC(=NC1)N(C(=O)OC(C)(C)C)C(=O)OC(C)(C)C)=O (2-(2-[N,N-bis(tert-butoxycarbonyl)amino]-pyrimidin-5-ylmethyl)-malonic acid diethyl ester). Reaction conditions: time 30 minute. The reactants are O=Cc1cc(Br)c(Br)s1, CC(C)(C)OC(=O)CP(=O)(Oc1ccccc1)Oc1ccccc1, C1CCOC1, CO. Yields the product CC(C)(C)OC(=O)C=Cc1cc(Br)c(Br)s1. As a reaction SMILES: [Br:25][c:26]1[cH:27][c:28]([CH:32]=[O:33])[s:29][c:30]1[Br:31].[C:1]([CH3:2])([CH3:3])([CH3:4])[O:5][C:6]([CH2:7][P:8]([O:9][c:10]1[cH:11][cH:12][cH:13][cH:14][cH:15]1)([O:16][c:17]1[cH:18][cH:19][cH:20][cH:21][cH:22]1)=[O:23])=[O:24].[CH2:34]1[O:35][CH2:36][CH2:37][CH2:38]1.[CH3:39][OH:40]>>[C:1]([CH3:2])([CH3:3])([CH3:4])[O:5][C:6]([CH:7]=[CH:32][c:28]1[cH:27][c:26]([Br:25])[c:30]([Br:31])[s:29]1)=[O:24]. The reactants are OC1=NC(=NC=C1C(=O)N[C@H](C1=CC=C(C=C1)P(OCC)(=O)C)C1=CC=CC=C1)N1N=CC=C1 (Ethyl 4-((S)-(4-hydroxy-2-(1H-pyrazol-1-yl)pyrimidine-5-carboxamido)(phenyl)methyl)phenyl(methyl)phosphinate), [OH-].[Na+] (NaOH). Run in O1CCOCC1 (dioxane). Conditions: temperature 80 celsius. The product is OC1=NC(=NC=C1C(=O)N[C@H](C1=CC=C(C=C1)P(O)(=O)C)C1=CC=CC=C1)N1N=CC=C1 (4-((S)-(4-hydroxy-2-(1H-pyrazol-1-yl)pyrimidine-5-carboxamido)(phenyl)methyl)phenyl(methyl)phosphinic acid). RXN SMILES: [OH:1][C:2]1[C:7]([C:8]([NH:10][C@@H:11]([C:24]2[CH:29]=[CH:28][CH:27]=[CH:26][CH:25]=2)[C:12]2[CH:17]=[CH:16][C:15]([P:18]([CH3:23])(=[O:22])[O:19]CC)=[CH:14][CH:13]=2)=[O:9])=[CH:6][N:5]=[C:4]([N:30]2[CH:34]=[CH:33][CH:32]=[N:31]2)[N:3]=1.[OH-].[Na+]>O1CCOCC1>[OH:1][C:2]1[C:7]([C:8]([NH:10][C@@H:11]([C:24]2[CH:29]=[CH:28][CH:27]=[CH:26][CH:25]=2)[C:12]2[CH:13]=[CH:14][C:15]([P:18]([CH3:23])(=[O:19])[OH:22])=[CH:16][CH:17]=2)=[O:9])=[CH:6][N:5]=[C:4]([N:30]2[CH:34]=[CH:33][CH:32]=[N:31]2)[N:3]=1 |f:1.2|. Reported procedure: Ethyl 4-((S)-(4-hydroxy-2-(1H-pyrazol-1-yl)pyrimidine-5-carboxamido)(phenyl)methyl)phenyl(methyl)phosphinate, 22-d, (2 g, 4.32 mmol) was dissolved in 7.2 ml of dioxane and treated with 7.2 ml of 3N NaOH. The mixture was heated at 80° C. for one hour. Then it was concentrated under vacuum and the residue was diluted with water and washed with ethyl acetate. The aqueous layer was acidified with conc. HCl to pH=1 and the expected product, 22-1, crashed out (1.4 g of crude). The product can be furth...